From a dataset of the Open Reaction Database (ORD), a public repository of structured organic reaction records. describe an organic reaction: reactants, conditions, products, and yield The reactants are C(=O)=O (dry ice), CC1=C(C(=O)C2=C(C1=O)N3C[C@H]4[C@@H]([C@@]3([C@@H]2COC(=O)N)OC)N4)OC (mitomycin A), solution, [OH-].[K+] (KOH). The solvent is OC1CCN(CC1)C (4-hydroxy-1-methylpiperidine), OC1CCN(CC1)C (4-hydroxy-1-methylpiperidine), CCOCC (ether). Product: C(N)(O)=O.OCC1C2(N(C=3C(C(=C(C(C13)=O)OC1CCN(CC1)C)C)=O)CC1C2N1)OC (1,1a,2,8,8a,8b-Hexahydro-8-(hydroxymethyl)-8a-methoxy-5-methyl -6-(1-methyl-4-piperidinyloxy)-azirino[2',3':3,4]pyrrolo [1,2-a]indole-4,7-dione carbamate). Yield: 85.3%. RXN SMILES: [CH3:1][C:2]1[C:8](=[O:9])[C:7]2[N:10]3[C@@:14]([O:21][CH3:22])([C@H:15]([CH2:16][O:17][C:18]([NH2:20])=[O:19])[C:6]=2[C:4](=[O:5])[C:3]=1[O:24][CH3:25])[C@H:13]1[NH:23][C@H:12]1[CH2:11]3.[OH-].[K+].C(=O)=O>OC1CCN(C)CC1.CCOCC>[C:18](=[O:17])([OH:19])[NH2:20].[OH:17][CH2:16][CH:15]1[C:6]2[C:4](=[O:5])[C:3]([O:24][CH:25]3[CH2:12][CH2:11][N:10]([CH3:14])[CH2:7][CH2:6]3)=[C:2]([CH3:1])[C:8](=[O:9])[C:7]=2[N:10]2[CH2:11][CH:12]3[NH:23][CH:13]3[C:14]12[O:21][CH3:22] |f:1.2,6.7|. Reported procedure: A solution of mitomycin A (100 mg) in 2 ml of 4-hydroxy-1-methylpiperidine was stirred at room temperature under nitrogen for 45 minutes with 500 mg of a 1.6% solution of KOH in 4-hydroxy-1-methylpiperidine. The reaction mixture was diluted with ether, then decomposed with dry ice. Components of etherial solution were separated on a silica gel column using triethylamine, which elutes the 4-hydroxy-1-methylpiperidine, and then a mixture of acetone-triethylamine 2:1, which elutes the product. The ... Yields the product COC=1C(=CC2=C(OC(C3=C2CCCC3)=O)C1)OCCCN1CCC(CC1)C1=CC=CC=C1 (7,8,9,10-tetrahydro-3-methoxy-2-[3-(4-phenyl-1-piperidinyl)propoxy]-6H-dibenzo[b,d]pyran-6-one). RXN SMILES: CS(O[CH2:6][CH2:7][CH2:8][O:9][C:10]1[C:24]([O:25][CH3:26])=[CH:23][C:13]2[O:14][C:15](=[O:22])[C:16]3[CH2:21][CH2:20][CH2:19][CH2:18][C:17]=3[C:12]=2[CH:11]=1)(=O)=O.[C:27]1([CH:33]2[CH2:38][CH2:37][NH:36][CH2:35][CH2:34]2)[CH:32]=[CH:31][CH:30]=[CH:29][CH:28]=1.C([O-])(=O)/C=C/C([O-])=O.C(O)C>CC(C)=O>[CH3:26][O:25][C:24]1[C:10]([O:9][CH2:8][CH2:7][CH2:6][N:36]2[CH2:37][CH2:38][CH:33]([C:27]3[CH:32]=[CH:31][CH:30]=[CH:29][CH:28]=3)[CH2:34][CH2:35]2)=[CH:11][C:12]2[C:17]3[CH2:18][CH2:19][CH2:20][CH2:21][C:16]=3[C:15](=[O:22])[O:14][C:13]=2[CH:23]=1. Procedure details: Method B (20 h at 50° C.); starting materials: 7,8,9,10-tetrahydro-2-[3-(methanesulfonyloxy)propoxy]-3-methoxy-6H-dibenzo[b,d]pyran-6-one (example 80) and 4-phenylpiperidine; yield 100% (raw). Fumarate: method E; yield 72% on the basis of the methanesulfonyl compound; fusion point 184°-186° C. (from ethanol and acetone). The yield is 100.0%. The reactants are CS(=O)(=O)OCCCOC1=CC2=C(OC(C3=C2CCCC3)=O)C=C1OC (7,8,9,10-tetrahydro-2-[3-(methanesulfonyloxy)propoxy]-3-methoxy-6H-dibenzo[b,d]pyran-6-one), methanesulfonyl, C(C)O (ethanol), C1(=CC=CC=C1)C1CCNCC1 (4-phenylpiperidine), C(\C=C\C(=O)[O-])(=O)[O-] (Fumarate). The solvent is CC(=O)C (acetone).